From a dataset of the Open Reaction Database (ORD), a public repository of structured organic reaction records. describe an organic reaction: reactants, conditions, products, and yield Starting materials: Cc1ccccc1, [H-], [Na+], CCOP([O-])OCC, ClCCCc1ccncc1. Product: CCOP(=O)(CCCc1ccncc1)OCC. RXN SMILES: [CH3:21][c:22]1[cH:23][cH:24][cH:25][cH:26][cH:27]1.[H-:19].[Na+:20].[P:11]([O:12][CH2:13][CH3:14])([O:15][CH2:16][CH3:17])[O-:18].[n:1]1[cH:2][cH:3][c:4]([CH2:7][CH2:8][CH2:9][Cl:10])[cH:5][cH:6]1>>[n:1]1[cH:2][cH:3][c:4]([CH2:7][CH2:8][CH2:9][P:11]([O:12][CH2:13][CH3:14])([O:15][CH2:16][CH3:17])=[O:18])[cH:5][cH:6]1. Reactants: COC=1C=C(C=CC1OC)C(=CC(=O)OC)C1=CC(=C(C=C1)OC)OC (methyl 3,3-bis-(3',4'-dimethoxyphenyl)acrylate), C(C)OP(OCC)(=O)CC#N (diethylcyanomethylphosphonate), C[Si]([N-][Si](C)(C)C)(C)C.[Li+] (lithium hexamethyldisilazide), COC=1C=C(C(=O)C=2OC=CC2)C=CC1OC (2-(3,4-dimethoxybenzoyl)furane). Yields the product COC=1C=C(C=CC1OC)C(=CC#N)C=1OC=CC1 (3-(3,4-Dimethoxyphenyl)-3-(2-furyl)acrylonitrile), mixture. Yield: 76.0%. As a reaction SMILES: [CH3:1][O:2][C:3]1[CH:4]=[C:5]([C:11]([C:17]2C=C[C:20]([O:23]C)=[C:19](OC)[CH:18]=2)=[CH:12][C:13](OC)=O)[CH:6]=[CH:7][C:8]=1[O:9][CH3:10].COC1C=C(C=CC=1OC)C(C1OC=CC=1)=O.C(OP(CC#[N:54])(=O)OCC)C.C[Si](C)(C)[N-][Si](C)(C)C.[Li+]>>[CH3:1][O:2][C:3]1[CH:4]=[C:5]([C:11]([C:17]2[O:23][CH:20]=[CH:19][CH:18]=2)=[CH:12][C:13]#[N:54])[CH:6]=[CH:7][C:8]=1[O:9][CH3:10] |f:3.4|. Procedure details: 3-(3,4-Dimethoxyphenyl)-3-(2-furyl)acrylonitrile was prepared analogously to methyl 3,3-bis-(3',4'-dimethoxyphenyl)acrylate using 2-(3,4-dimethoxybenzoyl)furane (0.87 g, 4 mmol), diethylcyanomethylphosphonate (0.73 mL, 4.4 mmol) and lithium hexamethyldisilazide (3.4 mL, 4.4 mmol, 1.3M) with a reaction time of 3 hours at room temperature. The crude product was purified by chromatography (silica gel, 2% ethyl acetate/methylene chloride) to afford 0.78 g (76%) of a mixture of the E and Z isomers as...